Dataset: the Open Reaction Database (ORD), a public repository of structured organic reaction records. Task: describe an organic reaction: reactants, conditions, products, and yield Reactants: OBO, CC(=O)[O-], CC(=O)[O-], CN(C)CCN(C)C, CO, O=c1nc(C=Cc2ccc(Cl)cc2)cc[nH]1, ClCCl, [Cu+2], [Cu], O, COc1cc(B(O)O)ccc1OCC(C)(C)O. The product is COc1cc(-n2ccc(C=Cc3ccc(Cl)cc3)nc2=O)ccc1OCC(C)(C)O. As a reaction SMILES: [BH:42]([OH:43])[OH:44].[C:51]([O-:52])(=[O:53])[CH3:54].[C:56]([O-:57])(=[O:58])[CH3:59].[CH3:34][N:35]([CH3:36])[CH2:37][CH2:38][N:39]([CH3:40])[CH3:41].[CH3:45][OH:46].[Cl:1][c:2]1[cH:3][cH:4][c:5]([CH:6]=[CH:7][c:8]2[n:9][c:10](=[O:14])[nH:11][cH:12][cH:13]2)[cH:15][cH:16]1.[Cl:48][CH2:49][Cl:50].[Cu+2:55].[Cu:60].[OH2:47].[OH:17][C:18]([CH2:19][O:20][c:21]1[c:22]([O:30][CH3:31])[cH:23][c:24]([B:27]([OH:28])[OH:29])[cH:25][cH:26]1)([CH3:32])[CH3:33]>>[Cl:1][c:2]1[cH:3][cH:4][c:5]([CH:6]=[CH:7][c:8]2[n:9][c:10](=[O:14])[n:11](-[c:24]3[cH:23][c:22]([O:30][CH3:31])[c:21]([O:20][CH2:19][C:18]([OH:17])([CH3:32])[CH3:33])[cH:26][cH:25]3)[cH:12][cH:13]2)[cH:15][cH:16]1. The reactants are BrC=1C(=NC=C(C(=O)NC2=CC=C(C=C2)OC(F)(F)F)C1)Cl (5-bromo-6-chloro-N-(4-(trifluoromethoxy)phenyl)nicotinamide), C(C)NCCO (2-(ethylamino)ethanol). Reaction conditions: temperature 140 celsius. The product is BrC=1C(=NC=C(C(=O)NC2=CC=C(C=C2)OC(F)(F)F)C1)N(CCO)CC (5-Bromo-6-(ethyl(2-hydroxyethyl)amino)-N-(4-(trifluoromethoxy)phenyl)nicotinamide). Reaction SMILES: [Br:1][C:2]1[C:3](Cl)=[N:4][CH:5]=[C:6]([CH:21]=1)[C:7]([NH:9][C:10]1[CH:15]=[CH:14][C:13]([O:16][C:17]([F:20])([F:19])[F:18])=[CH:12][CH:11]=1)=[O:8].[CH2:23]([NH:25][CH2:26][CH2:27][OH:28])[CH3:24]>>[Br:1][C:2]1[C:3]([N:25]([CH2:23][CH3:24])[CH2:26][CH2:27][OH:28])=[N:4][CH:5]=[C:6]([CH:21]=1)[C:7]([NH:9][C:10]1[CH:15]=[CH:14][C:13]([O:16][C:17]([F:20])([F:19])[F:18])=[CH:12][CH:11]=1)=[O:8]. Procedure: The title compound was prepared in an analogous fashion to that described in Stage 22.1 using 5-bromo-6-chloro-N-(4-(trifluoromethoxy)phenyl)nicotinamide (Stage 6.2) and 2-(ethylamino)ethanol to afford a white solid. (The RM was heated at 140° C. for 18 h). HPLC (Condition 4) tR=5.92 min, UPLC-MS (Condition 3) tR=1.19 min, m/z=450.1 [M+H]+.